describe an organic reaction: reactants, conditions, products, and yield From a dataset of the Open Reaction Database (ORD), a public repository of structured organic reaction records. Starting materials: O1C=CC2=NC(=C(C=C21)C(=O)O)C(=O)O (Furo[3,2-b]pyridine-5,6-dicarboxylic acid). The solvent is C(C)(=O)OC(C)=O (acetic anhydride). Yields the product 3.01, O1C=CC2=NC3=C(C=C21)C(=O)OC3=O (furo[3,2-b]pyridine-5,6-dicarboxylic acid anhydride). Isolated yield 100.0%. RXN SMILES: [O:1]1[C:9]2[C:4](=[N:5][C:6]([C:13]([OH:15])=[O:14])=[C:7]([C:10]([OH:12])=O)[CH:8]=2)[CH:3]=[CH:2]1>C(OC(=O)C)(=O)C>[O:1]1[C:9]2[C:4](=[N:5][C:6]3[C:13](=[O:14])[O:15][C:10](=[O:12])[C:7]=3[CH:8]=2)[CH:3]=[CH:2]1. Reported procedure: Furo[3,2-b]pyridine-5,6-dicarboxylic acid (3.3 g, 0.0159 mol) in acetic anhydride (100 mL) is heated to 70°-80° C. for six hours. The reaction mixture is cooled, filtered and the solid is washed with ether to give 3.01 (100%) of crude furo[3,2-b]pyridine-5,6-dicarboxylic acid anhydride.